Dataset: the Open Reaction Database (ORD), a public repository of structured organic reaction records. Task: describe an organic reaction: reactants, conditions, products, and yield The reactants are N#CCc1ccc(OCc2ccccc2)c([N+](=O)[O-])c1, CO, [H][H]. Yields the product N#CCc1ccc(OCc2ccccc2)c(N)c1. RXN SMILES: [CH2:1]([c:2]1[cH:3][cH:4][cH:5][cH:6][cH:7]1)[O:8][c:9]1[c:10]([N+:18]([O-:19])=[O:20])[cH:11][c:12]([CH2:15][C:16]#[N:17])[cH:13][cH:14]1.[CH3:23][OH:24].[H:21][H:22]>>[CH2:1]([c:2]1[cH:3][cH:4][cH:5][cH:6][cH:7]1)[O:8][c:9]1[c:10]([NH2:18])[cH:11][c:12]([CH2:15][C:16]#[N:17])[cH:13][cH:14]1.